Dataset: the Open Reaction Database (ORD), a public repository of structured organic reaction records. Task: describe an organic reaction: reactants, conditions, products, and yield Starting materials: S1C(=CC=C1)CC(=O)Cl (2-thiopheneacetylchloride), NC[C@@H]1[C@H](C[C@@H](O1)N1C(=O)NC(=O)C(=C1)CC)O (5'-amino-2',5'-dideoxy-5-ethyluridine), [OH-].[Na+] (sodium hydroxide). The solvent is O (water). Reaction conditions: time 10 minute. The product is C(C)C=1C(NC(N([C@H]2C[C@H](O)[C@@H](CNC(CC=3SC=CC3)=O)O2)C1)=O)=O (2',5'-dideoxy-5-ethyl-5'-[2-(2-thienyl)acetamido]uridine). Yield: 52.8%. Reaction SMILES: [S:1]1[CH:5]=[CH:4][CH:3]=[C:2]1[CH2:6][C:7](Cl)=[O:8].[NH2:10][CH2:11][C@H:12]1[O:16][C@@H:15]([N:17]2[CH:24]=[C:23]([CH2:25][CH3:26])[C:21](=[O:22])[NH:20][C:18]2=[O:19])[CH2:14][C@@H:13]1[OH:27].[OH-].[Na+]>O>[CH2:25]([C:23]1[C:21](=[O:22])[NH:20][C:18](=[O:19])[N:17]([CH:24]=1)[C@@H:15]1[O:16][C@H:12]([CH2:11][NH:10][C:7](=[O:8])[CH2:6][C:2]2[S:1][CH:5]=[CH:4][CH:3]=2)[C@@H:13]([OH:27])[CH2:14]1)[CH3:26] |f:2.3|. Procedure details: 0.18 g of 2-thiopheneacetylchloride was added to a solution of 0.255 g of 5'-amino-2',5'-dideoxy-5-ethyluridine in 5 ml of water containing 1.2 ml of 1M sodium hydroxide solution and the resulting mixture was shaken vigorously for 10 minutes. The resulting white solid was collected by filtration, washed with water, dried at 50° C. in vacuo over phosphorus pentoxide and recrystallized from ethanol to give 0.2 g of 2',5'-dideoxy-5-ethyl-5'-[2-(2-thienyl)acetamido]uridine of melting point 215°-217°... Starting materials: CN1CCC(Oc2ccc([N+](=O)[O-])cn2)CC1, CO, [H][H]. Product: CN1CCC(Oc2ccc(N)cn2)CC1. Reaction SMILES: [CH3:1][N:2]1[CH2:3][CH2:4][CH:5]([O:8][c:9]2[n:10][cH:11][c:12]([N+:15]([O-:16])=[O:17])[cH:13][cH:14]2)[CH2:6][CH2:7]1.[CH3:20][OH:21].[H:18][H:19]>>[CH3:1][N:2]1[CH2:3][CH2:4][CH:5]([O:8][c:9]2[n:10][cH:11][c:12]([NH2:15])[cH:13][cH:14]2)[CH2:6][CH2:7]1.